From a dataset of the Open Reaction Database (ORD), a public repository of structured organic reaction records. describe an organic reaction: reactants, conditions, products, and yield RXN SMILES: ClCl.ClC=C(Cl)C(Cl)=CCl.[Cl:11][CH:12]([Cl:22])[C:13](Cl)([Cl:20])[C:14](Cl)([Cl:18])[CH:15]([Cl:17])[Cl:16]>[Cl-].C([N+](CCCC)(CCCC)CCCC)CCC>[Cl:11][C:12]([Cl:22])=[C:13]([Cl:20])[C:14]([Cl:18])=[C:15]([Cl:17])[Cl:16] |f:3.4|. Reported procedure: The present invention is directed to a process for the preparation of of Z-1,1,1,4,4,4-hexafluoro-2-butene from 2,3-dichloro-1,3-butadiene. The process of the present invention includes the sequential steps initiating with initiating the reaction of chlorine with 2,3-dichloro-1,3-butadiene to obtain 1,2,2,3,3,4 hexachlorobutane followed by contacting the 1,2,2,3,3,4 hexachlorobutane with tetrabutyl ammonium chloride in a basic aqueous solution to produce 1,2,3,4-tetrachlorobuta-1,3-diene. Chlori... Reactants: ClCl (Chlorine), ClC=C(C(=CCl)Cl)Cl (1,2,3,4-tetrachlorobuta-1,3-diene), ClC(C(C(C(Cl)Cl)(Cl)Cl)(Cl)Cl)Cl (1,1,2,2,3,3,4,4 octachlorobutane). Yields the product ClC(=C(C(=C(Cl)Cl)Cl)Cl)Cl (1,1,2,3,4,4-hexachlorobuta-1,3-diene). The reagents and catalysts are [Cl-].C(CCC)[N+](CCCC)(CCCC)CCCC (tetrabutyl ammonium chloride). Starting materials: O=C([O-])[O-], C=CCBr, CC(C)=O, [K+], [K+], O=c1oc2cc(O)ccc2s1. The product is C=CCOc1ccc2sc(=O)oc2c1. Reaction SMILES: [C:16](=[O:17])([O-:18])[O-:19].[CH2:1]([CH:2]=[CH2:3])[Br:4].[CH3:22][C:23](=[O:24])[CH3:25].[K+:20].[K+:21].[OH:5][c:6]1[cH:7][cH:8][c:9]2[s:10][c:11](=[O:12])[o:13][c:14]2[cH:15]1>>[CH2:1]([CH:2]=[CH2:3])[O:5][c:6]1[cH:7][cH:8][c:9]2[s:10][c:11](=[O:12])[o:13][c:14]2[cH:15]1. The reactants are N=C(c1ccccc1)c1ccccc1, CC(C)(C)[O-], Cc1ccccc1, O=C(N1CCCCC1)C1(Cl)C=CC=CN1, Cl, [Na+], C1CCOC1, c1ccc(P(c2ccccc2)c2ccc3ccccc3c2-c2c(P(c3ccccc3)c3ccccc3)ccc3ccccc23)cc1. The product is NC1(C(=O)N2CCCCC2)C=CC=CN1. Reaction SMILES: [C:16]([c:17]1[cH:18][cH:19][cH:20][cH:21][cH:22]1)([c:23]1[cH:24][cH:25][cH:26][cH:27][cH:28]1)=[NH:29].[CH3:76][C:77]([CH3:78])([O-:79])[CH3:80].[CH3:88][c:89]1[cH:90][cH:91][cH:92][cH:93][cH:94]1.[Cl:1][C:2]1([C:8](=[O:9])[N:10]2[CH2:11][CH2:12][CH2:13][CH2:14][CH2:15]2)[NH:3][CH:4]=[CH:5][CH:6]=[CH:7]1.[ClH:82].[Na+:81].[O:83]1[CH2:84][CH2:85][CH2:86][CH2:87]1.[c:30]1([P:31]([c:32]2[cH:33][cH:34][cH:35][cH:36][cH:37]2)[c:38]2[cH:39][cH:40][c:41]3[c:42]([cH:43][cH:44][cH:45][cH:46]3)[c:47]2-[c:48]2[c:49]3[c:50]([cH:51][cH:52][cH:53][cH:54]3)[cH:55][cH:56][c:57]2[P:58]([c:59]2[cH:60][cH:61][cH:62][cH:63][cH:64]2)[c:65]2[cH:66][cH:67][cH:68][cH:69][cH:70]2)[cH:71][cH:72][cH:73][cH:74][cH:75]1>>[C:2]1([C:8](=[O:9])[N:10]2[CH2:11][CH2:12][CH2:13][CH2:14][CH2:15]2)([NH2:29])[NH:3][CH:4]=[CH:5][CH:6]=[CH:7]1.